Dataset: the Open Reaction Database (ORD), a public repository of structured organic reaction records. Task: describe an organic reaction: reactants, conditions, products, and yield Reactants: Brc1ccncc1, C1CCNCC1, C#CC1(c2ccc(OC)c(OC3CCCC3)c2)CCC2(CC1)OCCO2, [Cu]I, O, c1ccc(P(c2ccccc2)c2ccccc2)cc1. Yields the product COc1ccc(C2(C#Cc3ccncc3)CCC3(CC2)OCCO3)cc1OC1CCCC1. As a reaction SMILES: [Br:27][c:28]1[cH:29][cH:30][n:31][cH:32][cH:33]1.[CH2:54]1[CH2:55][CH2:56][NH:57][CH2:58][CH2:59]1.[CH:1]1([O:6][c:7]2[cH:8][c:9]([C:15]3([C:25]#[CH:26])[CH2:16][CH2:17][C:18]4([CH2:19][CH2:20]3)[O:21][CH2:22][CH2:23][O:24]4)[cH:10][cH:11][c:12]2[O:13][CH3:14])[CH2:2][CH2:3][CH2:4][CH2:5]1.[Cu:60][I:61].[OH2:53].[c:34]1([P:35]([c:36]2[cH:37][cH:38][cH:39][cH:40][cH:41]2)[c:42]2[cH:43][cH:44][cH:45][cH:46][cH:47]2)[cH:48][cH:49][cH:50][cH:51][cH:52]1>>[CH:1]1([O:6][c:7]2[cH:8][c:9]([C:15]3([C:25]#[C:26][c:28]4[cH:29][cH:30][n:31][cH:32][cH:33]4)[CH2:16][CH2:17][C:18]4([CH2:19][CH2:20]3)[O:21][CH2:22][CH2:23][O:24]4)[cH:10][cH:11][c:12]2[O:13][CH3:14])[CH2:2][CH2:3][CH2:4][CH2:5]1. The reactants are [OH-].[Na+] (sodium hydroxide), COC(CN(C(C)(C)C)C(=O)OC(C)(C)C)=O (N-[(1,1-dimethylethoxy)carbonyl]-N-(1,1-dimethylethyl)glycine methyl ester). The solvent is CO (methanol). Conditions: time 40 hour. Product: CC(C)(OC(=O)N(CC(=O)O)C(C)(C)C)C (N-[(1,1-Dimethylethoxy)carbonyl]-N-(1,1-dimethylethyl)glycine). Isolated yield 84.4%. Reaction SMILES: [OH-].[Na+].C[O:4][C:5](=[O:19])[CH2:6][N:7]([C:12]([O:14][C:15]([CH3:18])([CH3:17])[CH3:16])=[O:13])[C:8]([CH3:11])([CH3:10])[CH3:9]>CO>[CH3:17][C:15]([CH3:18])([O:14][C:12]([N:7]([C:8]([CH3:11])([CH3:10])[CH3:9])[CH2:6][C:5]([OH:19])=[O:4])=[O:13])[CH3:16] |f:0.1|. Procedure details: Aqueous sodium hydroxide (4M, 5 mL) was added to a solution of N-[(1,1-dimethylethoxy)carbonyl]-N-(1,1-dimethylethyl)glycine methyl ester (Description 158, 2.0 g, 8.2 mmol) in methanol (10 mL) and the mixture was stirred at room temperature for 40 hours. The solvent was evaporated under reduced pressure, hydrochloric acid (2M, 20 mL) was added and the mixture was extracted with dichloromethane (3×40 mL). The combined organic fractions were washed with brine, dried (MgSO4) and the solvent was eva... Reactants: COC(C1=CN=C(C=C1)OCC=1C(=NOC1)CCCC)=O (6-(3-butyl-isoxazol-4-ylmethoxy)-nicotinic acid methyl ester), COC(C1=CN=C(C=C1)OCC=1C(=NOC1C)CCCC)=O (6-(3-butyl-5-methyl-isoxazol-4-ylmethoxy)-nicotinic acid methyl ester). Yield: 91.0%. RXN SMILES: CO[C:3](=[O:21])[C:4]1[CH:9]=[CH:8][C:7]([O:10][CH2:11][C:12]2[C:13]([CH2:17][CH2:18][CH2:19][CH3:20])=[N:14][O:15][CH:16]=2)=[N:6][CH:5]=1.COC(=O)C1C=CC(OC[C:33]2[C:34]([CH2:39]CCC)=[N:35]OC=2C)=NC=1>>[CH2:17]([C:13]1[C:12]([CH2:11][O:10][C:7]2[CH:8]=[CH:9][C:4]([C:3]([NH:35][CH:34]([CH3:39])[CH3:33])=[O:21])=[CH:5][N:6]=2)=[CH:16][O:15][N:14]=1)[CH2:18][CH2:19][CH3:20]. Procedure details: As described for example 5d, 6-(3-butyl-isoxazol-4-ylmethoxy)-nicotinic acid methyl ester (200 mg, 0.69 mmol) was converted, instead of 6-(3-butyl-5-methyl-isoxazol-4-ylmethoxy)-nicotinic acid methyl ester, to the title compound (200 mg, 91%) which was obtained as a light brown solid after purification by chromatography (silica, 40 to 60% ethyl acetate in heptane). MS: m/e=318.3 [M+H]+. Yields the product C(CCC)C1=NOC=C1COC1=NC=C(C(=O)NC(C)C)C=C1 (6-(3-Butyl-isoxazol-4-ylmethoxy)-N-isopropyl-nicotinamide). The reactants are CN1C(C2C(C(N3CCCCC23)\C=C\C2=NC=C(C=C2)C2=CC(=CC=C2)C(F)(F)F)C1=O)=O (2-Methyl-4-{(E)-2-[5-(3-trifluoromethyl phenyl)pyridin-2-yl]vinyl}octahydropyrrolo[3,4-a]indolizine-1,3-dione), BrC=1C=CC(=NC1)/C=C/C1C2C(C3CCCCN13)C(N(C2=O)C)=O (4-[(E)-2-(5-bromopyridin-2-yl)vinyl]-2-methyloctahydropyrrolo[3,4-a]-indolizine-1,3-dione), BrC=1C=CC(=NC1)/C=C/C1C2C(C3CCCCN13)C(N(C2=O)C)=O (4-[(E)-2-(5-bromopyridin-2-yl)vinyl]-2-methyloctahydropyrrolo[3,4-a]-indolizine-1,3-dione), ClC1=C(C=CC=C1)B(O)O (2-chloro-phenylboronic acid). The product is ClC1=C(C=CC=C1)C=1C=CC(=NC1)/C=C/C1C2C(C3CCCCN13)C(N(C2=O)C)=O (4-{(E)-2-[5-(2-Chlorophenyl)pyridin-2-yl]vinyl}-2-methyloctahydropyrrolo[3,4-a]-indolizine-1,3-dione). Reaction SMILES: [CH3:1][N:2]1[C:31](=[O:32])[CH:5]2[CH:6](/[CH:13]=[CH:14]/[C:15]3[CH:20]=[CH:19][C:18]([C:21]4[CH:26]=[CH:25][CH:24]=[C:23](C(F)(F)F)[CH:22]=4)=[CH:17][N:16]=3)[N:7]3[CH:12]([CH:4]2[C:3]1=[O:33])[CH2:11][CH2:10][CH2:9][CH2:8]3.BrC1C=CC(/C=C/C2N3C(CCCC3)C3C(=O)N(C)C(=O)C23)=NC=1.[Cl:58]C1C=CC=CC=1B(O)O>>[Cl:58][C:22]1[CH:23]=[CH:24][CH:25]=[CH:26][C:21]=1[C:18]1[CH:19]=[CH:20][C:15](/[CH:14]=[CH:13]/[CH:6]2[N:7]3[CH:12]([CH2:11][CH2:10][CH2:9][CH2:8]3)[CH:4]3[C:3](=[O:33])[N:2]([CH3:1])[C:31](=[O:32])[CH:5]23)=[N:16][CH:17]=1. Reported procedure: The title compound is prepared analogously to the compound from Example 17 from 42 mg of 4-[(E)-2-(5-bromopyridin-2-yl)vinyl]-2-methyloctahydropyrrolo[3,4-a]-indolizine-1,3-dione (from Example 6, racemic mixture 3) and 18 mg of 2-chloro-phenylboronic acid. Reaction SMILES: F.C([Si](C)(C)[O:7][CH2:8][CH2:9][CH2:10][CH2:11][O:12][C:13]1[C:18]([N+:19]([O-:21])=[O:20])=[C:17]([N:22]2[CH2:27][CH2:26][CH:25]([C:28]3[CH:33]=[CH:32][C:31]([F:34])=[CH:30][CH:29]=3)[CH2:24][CH2:23]2)[N:16]=[C:15]([CH3:35])[N:14]=1)(C)(C)C>C(#N)C.ClCCl>[F:34][C:31]1[CH:32]=[CH:33][C:28]([CH:25]2[CH2:26][CH2:27][N:22]([C:17]3[N:16]=[C:15]([CH3:35])[N:14]=[C:13]([O:12][CH2:11][CH2:10][CH2:9][CH2:8][OH:7])[C:18]=3[N+:19]([O-:21])=[O:20])[CH2:23][CH2:24]2)=[CH:29][CH:30]=1. Conditions: time 1 hour. Reactants: F (hydrofluoric acid), C(C)(C)(C)[Si](OCCCCOC1=NC(=NC(=C1[N+](=O)[O-])N1CCC(CC1)C1=CC=C(C=C1)F)C)(C)C (4-[4-(tert-butyl-dimethyl-silanyloxy)-butoxy]-6-[4-(4-fluoro-phenyl)-piperidin-1-yl]-2-methyl-5-nitro-pyrimidine), ice water. Procedure: 0.590 g (14.5 mmol) of hydrofluoric acid (47-51% in water) were slowly added to a solution of 0.375 g (0.723 mmol) of the 4-[4-(tert-butyl-dimethyl-silanyloxy)-butoxy]-6-[4-(4-fluoro-phenyl)-piperidin-1-yl]-2-methyl-5-nitro-pyrimidine in 10.0 ml of acetonitrile and 5.0 ml of dichloromethane. The reaction mixture was then stirred at room temperature for 1 hour. It was then poured into 50 ml of an ice/water mixture and extracted 3 times with 50 ml of dichloromethane. The combined dichloromethane p... The product is FC1=CC=C(C=C1)C1CCN(CC1)C1=C(C(=NC(=N1)C)OCCCCO)[N+](=O)[O-] (4-{6-[4-(4-fluoro-phenyl)-piperidin-1-yl]-2-methyl-5-nitro-pyrimidin-4-yloxy}-butan-1-ol). The yield is 62.0%. Solvent: C(C)#N (acetonitrile), ClCCl (dichloromethane).